From a dataset of the Open Reaction Database (ORD), a public repository of structured organic reaction records. describe an organic reaction: reactants, conditions, products, and yield Reactants: solution, CNC (dimethylamine), COC1=C(C=C2CCNC2=C1)[N+](=O)[O-] (6-(methyloxy)-5-nitro-2,3-dihydro-1H-indole), C([O-])([O-])=O.[K+].[K+] (potassium carbonate), BrCC(=O)Cl (bromoacetyl chloride). Run in C(C)(=O)OCC (ethyl acetate), O1CCCC1 (tetrahydrofuran), C1CCOC1 (THF). Conditions: time 2 hour. The product is CN(CC(=O)N1CCC2=CC(=C(C=C12)OC)[N+](=O)[O-])C (N,N-dimethyl-2-[6-(methyloxy)-5-nitro-2,3-dihydro-1H-indol-1-yl]-2-oxoethanamine). The yield is 35.0%. As a reaction SMILES: [CH3:1][O:2][C:3]1[CH:11]=[C:10]2[C:6]([CH2:7][CH2:8][NH:9]2)=[CH:5][C:4]=1[N+:12]([O-:14])=[O:13].C(=O)([O-])[O-].[K+].[K+].Br[CH2:22][C:23](Cl)=[O:24].[CH3:26][NH:27][CH3:28]>C1COCC1.C(OCC)(=O)C>[CH3:26][N:27]([CH3:28])[CH2:22][C:23]([N:9]1[C:10]2[C:6](=[CH:5][C:4]([N+:12]([O-:14])=[O:13])=[C:3]([O:2][CH3:1])[CH:11]=2)[CH2:7][CH2:8]1)=[O:24] |f:1.2.3|. Procedure details: To a solution of 6-(methyloxy)-5-nitro-2,3-dihydro-1H-indole (1.1 g, 5.67 mmol) and potassium carbonate (2.34 g, 17.17 mmol) in THF (250 mL) was added bromoacetyl chloride (0.98 g, 6.23 mmols) via a dropwise addition. After stirring 2 hrs at rt, catalytic Kl was added followed by a 2.0M solution of dimethylamine in tetrahydrofuran (17 mL). After overnight stirring, the reaction was diluted with ethyl acetate and washed with water (200 mL). The organic layer was adsorbed onto silica gel and purif... The reactants are CC1(C(C=C(O1)C(=O)O)=O)C1=CC=CC=C1 (4,5-dihydro-5-methyl-4-oxo-5-phenylfuran-2-carboxylic acid), COC(=O)C=1OC(C(C1)=O)(C1=CC(=CC=C1)OC)COCC (4,5-dihydro-5-ethoxymethyl-5-(3-methoxyphenyl)-4-oxofuran-2-carboxylic acid methyl ester), ir(CHCl3)1720, COC(=O)C=1OC(C(C1)=O)(CCCOCC)C1CCCC1 (5-cyclopentyl-4,5-dihydro-5-(3-ethoxypropyl)-4-oxofuran-2-carboxylic acid methyl ester), 1-oxaspiro[4,5]dec-2-ene-4-oxo-2-carboxylic acid methyl ester, COC(=O)C=1OC(C(C1)=O)(C1=CC=CC=C1)C1=CC=CC=C1 (4,5-dihydro-4-oxo-5,5-diphenylfuran-2-carboxylic acid methyl ester), spiro[furan-5-(4H),1'-indan]-4-oxo-2-carboxylic acid methyl ester, COC(=O)C=1OC(C(C1)=O)(CCC)C1CCCCC1 (5-cyclohexyl-4,5-dihydro-4-oxo-5-propylfuran-2-carboxylic acid methyl ester), COC(=O)C=1OC(C(C1)=O)(CC)CCCC (5-butyl-5-ethyl-4,5-dihydro-4-oxofuran-2-carboxylic acid methyl ester), COC(=O)C=1OC(C(C1)=O)(C1=CC=CC=C1)C(C)C (4,5-dihydro-5-(1-methylethyl)-4-oxo-5-phenylfuran-2-carboxylic acid methyl ester), COC(=O)C=1OC(C(C1)=O)(C)C (4,5-dihydro-5,5-dimethyl-4-oxofuran-2-carboxylic acid methyl ester), 1,7-dioxaspiro[4,4]non-2-ene-4-oxo-2-carboxylic acid methyl ester, COC(=O)C=1OC(C(C1)=O)(C1=CC=C(C=C1)[N+](=O)[O-])C1=CC(=C(C=C1)CC)CC (4,5-dihydro-5-(3,4-diethylphenyl)-5-(4-nitrophenyl)-4-oxofuran-2-carboxylic acid methyl ester), COC(=O)C=1OC(C(C1)=O)(C)C1=CC=C(C=C1)Cl (5-(4-chlorophenyl)-4,5-dihydro-5-methyl-4-oxofuran-2-carboxylic acid methyl ester), spiro[furan-5(4H),1'(2'H)-naphthalene]-3',4'-dihydro-4-oxo-2-carboxylic acid methyl ester. The product is COC(=O)C=1OC(C(C1)=O)(C1=CC=CC=C1)C (4,5-Dihydro-5-methyl-4-oxo-5-phenylfuran-2-caboxylic Acid Methyl Ester). As a reaction SMILES: [CH3:1][C:2]1([C:11]2[CH:16]=[CH:15][CH:14]=[CH:13][CH:12]=2)[O:6][C:5]([C:7]([OH:9])=[O:8])=[CH:4][C:3]1=[O:10].[CH3:17]OC(C1OC(C(C)C)(C2C=CC=CC=2)C(=O)C=1)=O.COC(C1OC(C2C=CC(Cl)=CC=2)(C)C(=O)C=1)=O.COC(C1OC(C)(C)C(=O)C=1)=O.COC(C1OC(CCCC)(CC)C(=O)C=1)=O.COC(C1OC(C2C=CC=CC=2)(C2C=CC=CC=2)C(=O)C=1)=O.COC(C1OC(C2CCCCC2)(CCC)C(=O)C=1)=O.COC(C1OC(COCC)(C2C=CC=C(OC)C=2)C(=O)C=1)=O.COC(C1OC(C2C=CC(CC)=C(CC)C=2)(C2C=CC([N+]([O-])=O)=CC=2)C(=O)C=1)=O.COC(C1OC(C2CCCC2)(CCCOCC)C(=O)C=1)=O>>[CH3:17][O:8][C:7]([C:5]1[O:6][C:2]([CH3:1])([C:11]2[CH:16]=[CH:15][CH:14]=[CH:13][CH:12]=2)[C:3](=[O:10])[CH:4]=1)=[O:9]. Procedure details: Similarly, but replacing 4,5-dihydro-5-methyl-4-oxo-5-phenylfuran-2-carboxylic acid with an equivalent amount of another compound of formula I described in Example 4, the following compounds of formula I are obtained, respectively: 4,5-dihydro-5-(1-methylethyl)-4-oxo-5-phenylfuran-2-carboxylic acid methyl ester; 5-(4-chlorophenyl)-4,5-dihydro-5-methyl-4-oxofuran-2-carboxylic acid methyl ester; 4,5-dihydro-5,5-dimethyl-4-oxofuran-2-carboxylic acid methyl ester, mp 66° C., ir(CHCl3)1720, 1695 and ... Conditions: temperature 0 celsius, time 8 hour. The yield is 132.0%. Procedure: L-Valine (5.86 g, 50 mmol) was dissolved in a mixture of water (200 mL) containing sodium carbonate (10.6 g, 100 mmol). The solution was cooled to 0° C., then a solution of isobutylchloroformate (6.76 g, 49.5 mmol) in dioxane (100 mL) was added dropwise over 50 min. The ice-bath was removed and the reaction stirred overnight. Dioxane was evaporated, the aqueous phase was extracted once with diethylether and the brought to pH 2 by addition of hydrochloric acid. Extraction with DCM (3×, 150 mL eac... Yields the product C(C(C)C)OC(=O)N[C@@H](C(C)C)C(=O)O (N-(Isobutyloxycarbonyl)-valine). Reaction SMILES: [NH2:1][C@H:2]([C:6]([OH:8])=[O:7])[CH:3]([CH3:5])[CH3:4].C(=O)([O-])[O-].[Na+].[Na+].[CH2:15]([O:19][C:20](Cl)=[O:21])[CH:16]([CH3:18])[CH3:17]>O.O1CCOCC1>[CH2:15]([O:19][C:20]([NH:1][C@H:2]([C:6]([OH:8])=[O:7])[CH:3]([CH3:5])[CH3:4])=[O:21])[CH:16]([CH3:18])[CH3:17] |f:1.2.3|. Starting materials: C([O-])([O-])=O.[Na+].[Na+] (sodium carbonate), N[C@@H](C(C)C)C(=O)O (L-Valine), C(C(C)C)OC(=O)Cl (isobutylchloroformate). Run in O (water), O1CCOCC1 (dioxane). Starting materials: COc1ccccc1, O=C(O)C(F)(F)F, CC(O)C1C(=O)C2C(C(=O)OC(c3ccccc3)c3ccccc3)=C(Sc3ccccc3)CC21. Product: CC(O)C1C(=O)C2C(C(=O)O)=C(Sc3ccccc3)CC21. RXN SMILES: [CH3:35][O:36][c:37]1[cH:38][cH:39][cH:40][cH:41][cH:42]1.[OH:43][C:44]([C:45]([F:46])([F:47])[F:48])=[O:49].[c:1]1([CH:2]([c:3]2[cH:4][cH:5][cH:6][cH:7][cH:8]2)[O:14][C:15](=[O:16])[C:17]2=[C:23]([S:24][c:25]3[cH:26][cH:27][cH:28][cH:29][cH:30]3)[CH2:22][CH:21]3[CH:18]2[C:19](=[O:34])[CH:20]3[CH:31]([CH3:32])[OH:33])[cH:9][cH:10][cH:11][cH:12][cH:13]1>>[O:14]=[C:15]([OH:16])[C:17]1=[C:23]([S:24][c:25]2[cH:26][cH:27][cH:28][cH:29][cH:30]2)[CH2:22][CH:21]2[CH:18]1[C:19](=[O:34])[CH:20]2[CH:31]([CH3:32])[OH:33]. The reactants are C1CCOC1, C=C(CCNS(=O)(=O)c1ccccc1Cl)c1c(C)c(CC(=O)OC)cc2ccc(F)cc12, [Li+], [OH-], O. The product is C=C(CCNS(=O)(=O)c1ccccc1Cl)c1c(C)c(CC(=O)O)cc2ccc(F)cc12. Reaction SMILES: [CH2:35]1[O:36][CH2:37][CH2:38][CH2:39]1.[CH3:1][O:2][C:3]([CH2:4][c:5]1[cH:6][c:7]2[cH:8][cH:9][c:10]([F:31])[cH:11][c:12]2[c:13]([C:16]([CH2:17][CH2:18][NH:19][S:20](=[O:21])(=[O:22])[c:23]2[c:24]([Cl:29])[cH:25][cH:26][cH:27][cH:28]2)=[CH2:30])[c:14]1[CH3:15])=[O:32].[Li+:34].[OH-:33].[OH2:40]>>[O:2]=[C:3]([CH2:4][c:5]1[cH:6][c:7]2[cH:8][cH:9][c:10]([F:31])[cH:11][c:12]2[c:13]([C:16]([CH2:17][CH2:18][NH:19][S:20](=[O:21])(=[O:22])[c:23]2[c:24]([Cl:29])[cH:25][cH:26][cH:27][cH:28]2)=[CH2:30])[c:14]1[CH3:15])[OH:32]. Reactants: CC(C)(C)OC(=O)N1CCN(C(=O)OC(C)(C)C)C(C(=O)[O-])C1, CCN=C=NCCCN(C)C, CN1CCOCC1, Cl, CN(C)C=O, On1nnc2ccccc21, c1cn(CCC2CCCCN2)cn1. The product is CC(C)(C)OC(=O)N1CCN(C(=O)OC(C)(C)C)C(C(=O)N2CCCCC2CCn2ccnc2)C1. As a reaction SMILES: [C:1]([CH3:2])([CH3:3])([CH3:4])[O:5][C:6](=[O:7])[N:8]1[CH:9]([C:21](=[O:22])[O-:23])[CH2:10][N:11]([C:14](=[O:15])[O:16][C:17]([CH3:18])([CH3:19])[CH3:20])[CH2:12][CH2:13]1.[CH3:38][N:39]([CH3:40])[CH2:41][CH2:42][CH2:43][N:44]=[C:45]=[N:46][CH2:47][CH3:48].[CH3:59][N:60]1[CH2:61][CH2:62][O:63][CH2:64][CH2:65]1.[ClH:37].[O:66]=[CH:67][N:68]([CH3:69])[CH3:70].[OH:49][n:50]1[c:51]2[cH:52][cH:53][cH:54][cH:55][c:56]2[n:57][n:58]1.[n:24]1([CH2:29][CH2:30][CH:31]2[NH:32][CH2:33][CH2:34][CH2:35][CH2:36]2)[cH:25][n:26][cH:27][cH:28]1>>[C:1]([CH3:2])([CH3:3])([CH3:4])[O:5][C:6](=[O:7])[N:8]1[CH:9]([C:21](=[O:22])[N:32]2[CH:31]([CH2:30][CH2:29][n:24]3[cH:25][n:26][cH:27][cH:28]3)[CH2:36][CH2:35][CH2:34][CH2:33]2)[CH2:10][N:11]([C:14](=[O:15])[O:16][C:17]([CH3:18])([CH3:19])[CH3:20])[CH2:12][CH2:13]1. Starting materials: N1C=NC=C1 (Imidazole), ClCC(CO)O (3-Chloro-1,2-propanediol), [OH-].[K+] (potassium hydroxide), [I-].[K+] (potassium iodide). The solvent is CC#N (CH3CN), CC#N (CH3CN). The product is OC(CN1C=NC=C1)CO (1-(2,3-Dihydroxypropyl)-imidazole). The yield is 96.0%. Reaction SMILES: [NH:1]1[CH:5]=[CH:4][N:3]=[CH:2]1.[OH-].[K+].[I-].[K+].Cl[CH2:11][CH:12]([OH:15])[CH2:13][OH:14]>CC#N>[OH:15][CH:12]([CH2:13][OH:14])[CH2:11][N:1]1[CH:5]=[CH:4][N:3]=[CH:2]1 |f:1.2,3.4|. Reported procedure: Imidazole (3.40 g, 50.0 mmol), pulverized potassium hydroxide (5.61 g, 100 mmol), and potassium iodide (8.30 g, 50.0 mmol) were suspended in CH3CN (100 mL). 3-Chloro-1,2-propanediol (8.29 g, 75.0 mmol) was added, and the mixture was stirred at reflux for 24 h. After cooling to room temperature, additional CH3CN (150 mL) was added to the reaction, which was then filtered through Celite and concentrated. The crude product was then suspended in CH2Cl2 (250 mL), heated to reflux and stirred overnigh... The reactants are C(C)OC(CNC(CC1=NC2=C(N1C(=O)OC(C)(C)C)C=C(C=C2C)N2CCOCC2)=O)=O ([2-(1-tert-butyloxycarbonyl-4-methyl-6-morpholin-4-yl-1H-benzoimidazol-2-yl)-acetylamino]-acetic acid ethyl ester), Cl (hydrochloric acid), [H-].[Na+] (sodium hydride), C(C)(=O)OCC (ethyl acetate). Procedure: To a stirred suspension of sodium hydride (60% in oil, 0.003 g, 0.044 mmol) in toluene (1 mL) was added [2-(1-tert-butyloxycarbonyl-4-methyl-6-morpholin-4-yl-1H-benzoimidazol-2-yl)-acetylamino]-acetic acid ethyl ester (0.135 g, 0.293 mmol) in tetrahydrofuran (2 mL) over 5 minutes. The mixture was stirred at 90–100° C. for 5 hours, then cooled down to ˜0° C. and ethyl acetate followed by aqueous hydrochloric acid (1N, ˜0.5 mL) were added. The aqueous phase was washed with ethyl acetate (3×) and t... The product is OC1=C(C(NC1)=O)C1=NC2=C(N1)C=C(C=C2C)N2CCOCC2 (4-Hydroxy-3-(4-methyl-6-morpholin-4-yl-1H-benzoimidazol-2-yl)-1,5-dihydro-pyrrol-2-one). The yield is 8.7%. Reaction conditions: temperature 0 celsius, time 5 hour. As a reaction SMILES: [H-].[Na+].C([O:5][C:6](=O)[CH2:7][NH:8][C:9](=[O:34])[CH2:10][C:11]1[N:15](C(OC(C)(C)C)=O)[C:14]2[CH:23]=[C:24]([N:28]3[CH2:33][CH2:32][O:31][CH2:30][CH2:29]3)[CH:25]=[C:26]([CH3:27])[C:13]=2[N:12]=1)C.C(OCC)(=O)C.Cl>C1(C)C=CC=CC=1.O1CCCC1>[OH:5][C:6]1[CH2:7][NH:8][C:9](=[O:34])[C:10]=1[C:11]1[NH:15][C:14]2[CH:23]=[C:24]([N:28]3[CH2:29][CH2:30][O:31][CH2:32][CH2:33]3)[CH:25]=[C:26]([CH3:27])[C:13]=2[N:12]=1 |f:0.1|. Run in O1CCCC1 (tetrahydrofuran), C1(=CC=CC=C1)C (toluene). The reactants are C1CCOC1, CC(C)(C)[O-], COC[P+](c1ccccc1)(c1ccccc1)c1ccccc1, CCCCCCC, [Cl-], O=Cc1ccc(F)c(F)c1, [K+], O. The product is COCCc1ccc(F)c(F)c1. Reaction SMILES: [CH2:41]1[O:42][CH2:43][CH2:44][CH2:45]1.[CH3:24][C:25]([CH3:26])([O-:27])[CH3:28].[CH3:2][O:3][CH2:4][P+:5]([c:6]1[cH:7][cH:8][cH:9][cH:10][cH:11]1)([c:12]1[cH:13][cH:14][cH:15][cH:16][cH:17]1)[c:18]1[cH:19][cH:20][cH:21][cH:22][cH:23]1.[CH3:46][CH2:47][CH2:48][CH2:49][CH2:50][CH2:51][CH3:52].[Cl-:1].[F:30][c:31]1[cH:32][c:33]([CH:34]=[O:35])[cH:36][cH:37][c:38]1[F:39].[K+:29].[OH2:40]>>[CH3:2][O:3][CH2:4][CH2:34][c:33]1[cH:32][c:31]([F:30])[c:38]([F:39])[cH:37][cH:36]1.